Dataset: the Open Reaction Database (ORD), a public repository of structured organic reaction records. Task: describe an organic reaction: reactants, conditions, products, and yield Starting materials: O=C([O-])[O-], CCc1cc(N)n(-c2ccccc2)n1, C1CCOC1, O=C(Cl)Oc1ccccc1, [K+], [K+]. The product is CCc1cc(NC(=O)Oc2ccccc2)n(-c2ccccc2)n1. Reaction SMILES: [C:15](=[O:16])([O-:17])[O-:18].[CH2:1]([CH3:2])[c:3]1[n:4][n:5](-[c:9]2[cH:10][cH:11][cH:12][cH:13][cH:14]2)[c:6]([NH2:8])[cH:7]1.[CH2:31]1[O:32][CH2:33][CH2:34][CH2:35]1.[Cl:21][C:22](=[O:23])[O:24][c:25]1[cH:26][cH:27][cH:28][cH:29][cH:30]1.[K+:19].[K+:20]>>[CH2:1]([CH3:2])[c:3]1[n:4][n:5](-[c:9]2[cH:10][cH:11][cH:12][cH:13][cH:14]2)[c:6]([NH:8][C:22](=[O:23])[O:24][c:25]2[cH:26][cH:27][cH:28][cH:29][cH:30]2)[cH:7]1. The reactants are C(C)OC(=O)C=1N(C2=CC=CC=C2C1)CCOCCO (1-[2-(2-Hydroxy-ethoxy)-ethyl]-1H-indole-2-carboxylic acid ethyl ester), [H-].[Na+] (sodium hydride), O (water), CI (methyl iodide). The solvent is CN(C)C=O (DMF), CN(C)C=O (DMF). Yields the product C(C)OC(=O)C=1N(C2=CC=CC=C2C1)CCOCCOC (1-[2-(2-Methoxy-ethoxy)ethyl]-1H-indole-2-carboxylic acid ethyl ester). Reaction SMILES: [H-].[Na+].[CH2:3]([O:5][C:6]([C:8]1[N:9]([CH2:17][CH2:18][O:19][CH2:20][CH2:21][OH:22])[C:10]2[C:15]([CH:16]=1)=[CH:14][CH:13]=[CH:12][CH:11]=2)=[O:7])[CH3:4].[CH3:23]I.O>CN(C=O)C>[CH2:3]([O:5][C:6]([C:8]1[N:9]([CH2:17][CH2:18][O:19][CH2:20][CH2:21][O:22][CH3:23])[C:10]2[C:15]([CH:16]=1)=[CH:14][CH:13]=[CH:12][CH:11]=2)=[O:7])[CH3:4] |f:0.1|. Reported procedure: To a suspension of sodium hydride (0.11 g, 4 mmol) and anhydrous DMF (2 mL) was added a solution of 1-[2-(2-Hydroxy-ethoxy)-ethyl]-1H-indole-2-carboxylic acid ethyl ester (0.64 g, 2.3 mmol) in anhydrous DMF (5 mL). The reaction was allowed to stir at room temperature then was added methyl iodide (0.15 mL, 2.4 mmol). The reaction was allowed to stir for an additional 5.5 hours and then was poured onto 50 mL water and extracted with three 50 mL portions of ethyl acetate. The combined organics were... The reactants are Cl (hydrogen chloride), N1=CC=C(C=C1)N1CCC2(CCN(CC2)C(=O)C=2C=CC=C3CCN(CC23)C(=O)OC(C)(C)C)CC1 (tert-butyl 8-(9-(pyridin-4-yl)-3,9-diazaspiro[5.5]undecane-3-carbonyl)-3,4-dihydroisoquinoline-2(1H)-carboxylate). The solvent is CO (methanol), CO (methanol). The product is N1=CC=C(C=C1)N1CCC2(CCN(CC2)C(=O)C=2C=CC=C3CCNCC23)CC1 ((9-(Pyridin-4-yl)-3,9-diazaspiro[5.5]undecan-3-yl)(1,2,3,4-tetrahydroisoquinolin-8-yl)methanone). RXN SMILES: Cl.[N:2]1[CH:7]=[CH:6][C:5]([N:8]2[CH2:37][CH2:36][C:11]3([CH2:16][CH2:15][N:14]([C:17]([C:19]4[CH:20]=[CH:21][CH:22]=[C:23]5[C:28]=4[CH2:27][N:26](C(OC(C)(C)C)=O)[CH2:25][CH2:24]5)=[O:18])[CH2:13][CH2:12]3)[CH2:10][CH2:9]2)=[CH:4][CH:3]=1>CO>[N:2]1[CH:3]=[CH:4][C:5]([N:8]2[CH2:37][CH2:36][C:11]3([CH2:12][CH2:13][N:14]([C:17]([C:19]4[CH:20]=[CH:21][CH:22]=[C:23]5[C:28]=4[CH2:27][NH:26][CH2:25][CH2:24]5)=[O:18])[CH2:15][CH2:16]3)[CH2:10][CH2:9]2)=[CH:6][CH:7]=1. Reported procedure: 1.25 M hydrogen chloride in methanol (9.4 ml, 11.7 mmol) was added at RT to a solution of tert-butyl 8-(9-(pyridin-4-yl)-3,9-diazaspiro[5.5]undecane-3-carbonyl)-3,4-dihydroisoquinoline-2(1H)-carboxylate (0.77 g, 1.57 mmol) in methanol (2 ml), and the reaction mixture was refluxed for 1 h. The solvent was removed in vacuo, the residue was taken up in a small amount of ethanol (2 ml), and diethyl ether (50 ml) was added. The mixture was then cooled for 30 min in an ice bath, and the resulting soli... Starting materials: CCC1CCCCN1, O=c1oc2ccccc2n1CCCCl. Yields the product CCC1CCCCN1CCCn1c(=O)oc2ccccc21. RXN SMILES: [CH2:15]([CH3:16])[CH:17]1[NH:18][CH2:19][CH2:20][CH2:21][CH2:22]1.[Cl:1][CH2:2][CH2:3][CH2:4][n:5]1[c:6](=[O:14])[o:7][c:8]2[c:9]1[cH:10][cH:11][cH:12][cH:13]2>>[CH2:2]([CH2:3][CH2:4][n:5]1[c:6](=[O:14])[o:7][c:8]2[c:9]1[cH:10][cH:11][cH:12][cH:13]2)[N:18]1[CH:17]([CH2:15][CH3:16])[CH2:22][CH2:21][CH2:20][CH2:19]1. The reactants are CN(CCCC1C2=C(CCC3=C1C=CC(=C3)OCCCC(=O)O)C=CC=C2)C (4-[5-(3-dimethylamino-propyl)-10,11-dihydro-5H-dibenzo[a,d]cyclohepten-2-yloxy]-butyric Acid), ON1C(CCC1=O)=O (N-hydroxysuccinimide), Cl.C(C)N=C=NCCCN(C)C (1-ethyl-3-(3-dimethylaminopropyl)carbodiimide hydrochloride). The solvent is ClCCl (dichloromethane), ClCCl (dichloromethane). Conditions: time 48 hour. Product: O=C1N(C(CC1)=O)OC(CCCOC1=CC2=C(C(C3=C(CC2)C=CC=C3)CCCN(C)C)C=C1)=O (4-[5-(3-dimethylamino-propyl)-10,11-dihydro-5H-dibenzo[a,d]cyclohepten-2-yloxy]-butyric acid 2,5-dioxo-pyrrolidin-1-yl Ester). The yield is 98.1%. Reaction SMILES: [CH3:1][N:2]([CH3:28])[CH2:3][CH2:4][CH2:5][CH:6]1[C:12]2[CH:13]=[CH:14][C:15]([O:17][CH2:18][CH2:19][CH2:20][C:21]([OH:23])=[O:22])=[CH:16][C:11]=2[CH2:10][CH2:9][C:8]2[CH:24]=[CH:25][CH:26]=[CH:27][C:7]1=2.O[N:30]1[C:34](=[O:35])[CH2:33][CH2:32][C:31]1=[O:36].Cl.C(N=C=NCCCN(C)C)C>ClCCl>[O:36]=[C:31]1[CH2:32][CH2:33][C:34](=[O:35])[N:30]1[O:22][C:21](=[O:23])[CH2:20][CH2:19][CH2:18][O:17][C:15]1[CH:14]=[CH:13][C:12]2[CH:6]([CH2:5][CH2:4][CH2:3][N:2]([CH3:1])[CH3:28])[C:7]3[CH:27]=[CH:26][CH:25]=[CH:24][C:8]=3[CH2:9][CH2:10][C:11]=2[CH:16]=1 |f:2.3|. Reported procedure: To a solution of 200 mg (0.52 mmol) of 8 in 40 ml of dichloromethane (distilled over calcium hydride) was added 92 mg (0.8 mmol) of N-hydroxysuccinimide and 152 mg (0.8 mmol) of 1-ethyl-3-(3-dimethylaminopropyl)carbodiimide hydrochloride (EDC). The reaction mixture was allowed to stir at room temperature for 48 hours. The reaction mixture was diluted with 50 ml of dichloromethane and washed with 50 ml of brine, 2×50 ml of saturated sodium bicarbonate followed by 2×50 ml of brine. The resulting s... Reactants: C(C)(C)(C)OC(=O)NCCC(C(=O)OC)(C)C1=CC=C(C=C1)Cl (Methyl 4-(tert-butoxycarbonylamino)-2-(4-chlorophenyl)-2-methylbutanoate), O[Li].O (LiOH—H2O). The solvent is C1CCOC1 (THF), O (water), O (water). Reaction conditions: time 8 hour. Product: C(C)(C)(C)OC(=O)NCCC(C(=O)O)(C)C1=CC=C(C=C1)Cl (4-(tert-butoxycarbonylamino)-2-(4-chlorophenyl)-2-methylbutanoic acid). The yield is 98.9%. RXN SMILES: [C:1]([O:5][C:6]([NH:8][CH2:9][CH2:10][C:11]([C:17]1[CH:22]=[CH:21][C:20]([Cl:23])=[CH:19][CH:18]=1)([CH3:16])[C:12]([O:14]C)=[O:13])=[O:7])([CH3:4])([CH3:3])[CH3:2].O[Li].O>C1COCC1.O>[C:1]([O:5][C:6]([NH:8][CH2:9][CH2:10][C:11]([C:17]1[CH:22]=[CH:21][C:20]([Cl:23])=[CH:19][CH:18]=1)([CH3:16])[C:12]([OH:14])=[O:13])=[O:7])([CH3:2])([CH3:3])[CH3:4] |f:1.2|. Reported procedure: Methyl 4-(tert-butoxycarbonylamino)-2-(4-chlorophenyl)-2-methylbutanoate (720 mg, 2.11 mmol) was dissolved in THF (4.2 mL) and water (1.8 mL). The mixture was treated with LiOH—H2O (265 mg, 6.32 mmol) and allowed to stir overnight to completion by LCMS analysis. The mixture was diluted with water and washed twice with diethyl ether (discarded). The aqueous was treated with 3M HCl solution until a pH of about 2 to about 3 (white ppt) and extracted with ethyl acetate several times. The combined or...